Task: describe an organic reaction: reactants, conditions, products, and yield. Dataset: the Open Reaction Database (ORD), a public repository of structured organic reaction records The reactants are N1C=NC=C1 (imidazole), [Si](C)(C)(C(C)(C)C)Cl (t-butyldimethylsilylchloride), OCC=1N=CN2C1SC=C2 (7-hydroxymethylimidazo[5,1-b]thiazole). Solvent: CN(C)C=O (DMF). Reaction conditions: time 2 hour. Yields the product [Si](C)(C)(C(C)(C)C)OCC=1N=CN2C1SC=C2 (7-(t-butyldimethylsilyloxy)methylimidazo[5,1-b]thiazole). As a reaction SMILES: [OH:1][CH2:2][C:3]1[N:4]=[CH:5][N:6]2[CH:10]=[CH:9][S:8][C:7]=12.N1C=CN=C1.[Si:16](Cl)([C:19]([CH3:22])([CH3:21])[CH3:20])([CH3:18])[CH3:17]>CN(C=O)C>[Si:16]([O:1][CH2:2][C:3]1[N:4]=[CH:5][N:6]2[CH:10]=[CH:9][S:8][C:7]=12)([C:19]([CH3:22])([CH3:21])[CH3:20])([CH3:18])[CH3:17]. Reported procedure: To a solution of 2.42 mg of 7-hydroxymethylimidazo[5,1-b]thiazole in 15 ml of DMF were added under ice-cooling 1.4 g of imidazole and 2.73 g of t-butyldimethylsilylchloride, and the mixture was stirred at the same temperature for 2 hours. DMF was removed under reduced pressure, and the residue was extracted two times with ethyl acetate. The organic layer was washed two times with a saturated aqueous sodium chloride solution, dried over anhydrous magnesium sulfate, and removed under reduced press... Starting materials: ClCCl, CC(NC(=O)c1cc(Cl)cnc1Oc1ccc(F)cc1)c1ccc(C(=O)OC(C)(C)C)cc1, O=C(O)C(F)(F)F. Product: CC(NC(=O)c1cc(Cl)cnc1Oc1ccc(F)cc1)c1ccc(C(=O)O)cc1. Reaction SMILES: [Cl:41][CH2:42][Cl:43].[Cl:8][c:9]1[cH:10][c:11]([C:23](=[O:24])[NH:25][CH:26]([CH3:27])[c:28]2[cH:29][cH:30][c:31]([C:32](=[O:33])[O:34][C:35]([CH3:36])([CH3:37])[CH3:38])[cH:39][cH:40]2)[c:12]([O:15][c:16]2[cH:17][cH:18][c:19]([F:22])[cH:20][cH:21]2)[n:13][cH:14]1.[OH:1][C:2]([C:3]([F:4])([F:5])[F:6])=[O:7]>>[Cl:8][c:9]1[cH:10][c:11]([C:23](=[O:24])[NH:25][CH:26]([CH3:27])[c:28]2[cH:29][cH:30][c:31]([C:32](=[O:33])[OH:34])[cH:39][cH:40]2)[c:12]([O:15][c:16]2[cH:17][cH:18][c:19]([F:22])[cH:20][cH:21]2)[n:13][cH:14]1.